Dataset: the Open Reaction Database (ORD), a public repository of structured organic reaction records. Task: describe an organic reaction: reactants, conditions, products, and yield Starting materials: CC(=O)O, COc1ccc(Cn2c(N)c(N=O)c(=O)[nH]c2=S)cc1. The product is COc1ccc(Cn2c(N)c(N)c(=O)[nH]c2=S)cc1. RXN SMILES: [CH3:21][C:22](=[O:23])[OH:24].[NH2:1][c:2]1[c:3]([N:19]=[O:20])[c:4](=[O:18])[nH:5][c:6](=[S:17])[n:7]1[CH2:8][c:9]1[cH:10][cH:11][c:12]([O:15][CH3:16])[cH:13][cH:14]1>>[NH2:1][c:2]1[c:3]([NH2:19])[c:4](=[O:18])[nH:5][c:6](=[S:17])[n:7]1[CH2:8][c:9]1[cH:10][cH:11][c:12]([O:15][CH3:16])[cH:13][cH:14]1. Starting materials: BrC=1C(=NC(=NC1)NCCN1C(NC(C1(C)C)=O)=O)C=1SC(=C(C1)CCN(C)C)Cl (1-(2-((5-Bromo-4-(5-chloro-4-(2-(dimethylamino)ethyl)-2-thienyl)-2-pyrimidinyl)amino)ethyl)-5,5-dimethyl-2,4-imidazolidinedione), C([O-])([O-])=O.[K+].[K+] (potassium carbonate), [I-].[Na+] (sodium iodide), BrCCCCBr (1,4-dibromo-butane). Solvent: C(C)#N (acetonitrile). Product: ClC=1SC=CC1CCN1CCCC1 (1-(2-(2-Chlorothiophen-3-yl)ethyl)pyrrolidine). The yield is 13.8%. Reaction SMILES: BrC1C([C:20]2[S:21][C:22]([Cl:30])=[C:23]([CH2:25][CH2:26][N:27]([CH3:29])[CH3:28])[CH:24]=2)=NC(NCCN2C(C)(C)C(=O)NC2=O)=NC=1.C(=O)([O-])[O-].[K+].[K+].[I-].[Na+].Br[CH2:40][CH2:41]CCBr>C(#N)C>[Cl:30][C:22]1[S:21][CH:20]=[CH:24][C:23]=1[CH2:25][CH2:26][N:27]1[CH2:28][CH2:41][CH2:40][CH2:29]1 |f:1.2.3,4.5|. Reported procedure: A solution of 2-(2-chlorothiophen-3-yl)ethanamine hydrochloride (3.00 g, 15.1 mmol, prepared as described in Example 329) in acetonitrile (30 mL) was treated with anhydrous potassium carbonate (7.50 g, 54.3 mmol), sodium iodide (5.45 g, 36.4) and 1,4-dibromo-butane (2.2 mL, 18 mmol). The resulting suspension was heated to reflux for 18 h, then cooled, filtered and concentrated to a dark brown oil. Purification by flash chromatography eluting with 1-5% (0.5 M ammonia in MeOH)/dichloromethane affo... The reactants are COS(C)(=O)=S, NC(CS)C(=O)O, NC(CCS)C(=O)O, NC(CCS)C(=O)O, N, [Na]. Product: CSSCCC(N)C(=O)O. Reaction SMILES: [CH3:9][S:10](=[S:11])([O:12][CH3:13])=[O:14].[NH2:15][CH:16]([C:17](=[O:18])[OH:19])[CH2:20][SH:21].[NH2:1][CH:2]([CH2:3][CH2:4][SH:5])[C:6](=[O:7])[OH:8].[NH2:22][CH:23]([C:24](=[O:25])[OH:26])[CH2:27][CH2:28][SH:29].[NH3:31].[Na:30]>>[NH2:1][CH:2]([CH2:3][CH2:4][S:5][S:10][CH3:9])[C:6](=[O:7])[OH:8].